From a dataset of the Open Reaction Database (ORD), a public repository of structured organic reaction records. describe an organic reaction: reactants, conditions, products, and yield Reactants: C(C)(C)[Mg]Cl (iso-Propylmagnesium chloride), ClC1=C(C(=O)N(CC23CC4CC(CC(C2)C4)C3)CC3=CC=C(C=C3)OC)C=C(C=C1)I (2-chloro-5-iodo-N-[(4-methoxyphenyl)methyl]-N-(tricyclo [3.3.1.13,7]dec-1-ylmethyl)benzamide), C(Cl)[C@H]1CO1 ((R)-(−)epichlorohydrin). The solvent is C([O-])(O)=O.[Na+] (sodium bicarbonate), O (water), O1CCCC1 (tetrahydrofuran). Reaction conditions: temperature 30 celsius, time 30 minute. The product is ClC1=C(C(=O)N(CC23CC4CC(CC(C2)C4)C3)CC3=CC=C(C=C3)OC)C=C(C=C1)C[C@@H](CCl)O (2-Chloro-5-[(2S)-3-chloro-2-hydroxypropyl]-N-[(4-methoxyphenyl)methyl]-N-(tricyclo[3.3.1.13,7]dec-1-ylmethyl)benzamide). As a reaction SMILES: C([Mg]Cl)(C)C.[Cl:6][C:7]1[CH:35]=[CH:34][C:33](I)=[CH:32][C:8]=1[C:9]([N:11]([CH2:23][C:24]1[CH:29]=[CH:28][C:27]([O:30][CH3:31])=[CH:26][CH:25]=1)[CH2:12][C:13]12[CH2:22][CH:17]3[CH2:18][CH:19]([CH2:21][CH:15]([CH2:16]3)[CH2:14]1)[CH2:20]2)=[O:10].[CH2:37]([C@@H:39]1[O:41][CH2:40]1)[Cl:38]>O1CCCC1.C(=O)(O)[O-].[Na+].O>[Cl:6][C:7]1[CH:35]=[CH:34][C:33]([CH2:40][C@H:39]([OH:41])[CH2:37][Cl:38])=[CH:32][C:8]=1[C:9]([N:11]([CH2:23][C:24]1[CH:29]=[CH:28][C:27]([O:30][CH3:31])=[CH:26][CH:25]=1)[CH2:12][C:13]12[CH2:22][CH:17]3[CH2:18][CH:19]([CH2:21][CH:15]([CH2:16]3)[CH2:14]1)[CH2:20]2)=[O:10] |f:4.5|. Reported procedure: iso-Propylmagnesium chloride solution (2M in tetrahydrofuran, 72.9 mL) was added to a stirred solution of 2-chloro-5-iodo-N-[(4-methoxyphenyl)methyl]-N-(tricyclo [3.3.1.13,7]dec-1-ylmethyl)benzamide (Example 15a) (72.87 g) in anhydrous tetrahydrofuran (1 L) at 0° C. under nitrogen. After 30 minutes, copper(I) bromide dimethylsulphide complex (0.68 g) followed by (R)-(−)epichlorohydrin (11.4 mL) were added. The mixture was warmed to 30° C. for 2 hours then diluted with saturated sodium bicarbonat... Starting materials: ClC=1C=C(C=CC1)C1(OC(C2=C1CNCC2)=O)CC(C)C (3-(3-chlorophenyl)-3-isobutyl-4,5,6,7-tetrahydrofuro[3,4-c]pyridin-1(3H)-one), C(C1=CC=CC=C1)N=C=O (benzyl isocyanate). Solvent: ClCCl (dichloromethane). Conditions: time 1 hour. The product is C(C1=CC=CC=C1)NC(=O)N1CC2=C(CC1)C(OC2(CC(C)C)C2=CC(=CC=C2)Cl)=O (N-benzyl-3-(3-chlorophenyl)-3-isobutyl-1-oxo-3,4,6,7-tetrahydrofuro[3,4-c]pyridine-5(1H)-carboxamide). Yield: 104.0%. Reaction SMILES: [Cl:1][C:2]1[CH:3]=[C:4]([C:8]2([CH2:18][CH:19]([CH3:21])[CH3:20])[C:12]3[CH2:13][NH:14][CH2:15][CH2:16][C:11]=3[C:10](=[O:17])[O:9]2)[CH:5]=[CH:6][CH:7]=1.[CH2:22]([N:29]=[C:30]=[O:31])[C:23]1[CH:28]=[CH:27][CH:26]=[CH:25][CH:24]=1>ClCCl>[CH2:22]([NH:29][C:30]([N:14]1[CH2:15][CH2:16][C:11]2[C:10](=[O:17])[O:9][C:8]([C:4]3[CH:5]=[CH:6][CH:7]=[C:2]([Cl:1])[CH:3]=3)([CH2:18][CH:19]([CH3:21])[CH3:20])[C:12]=2[CH2:13]1)=[O:31])[C:23]1[CH:28]=[CH:27][CH:26]=[CH:25][CH:24]=1. Reported procedure: A mixture of 3-(3-chlorophenyl)-3-isobutyl-4,5,6,7-tetrahydrofuro[3,4-c]pyridin-1(3H)-one (70 mg, 0.23 mmol) and benzyl isocyanate (42 μL, 0.34 mmol) in dichloromethane (5 mL) was stirred at room temperature for 1 h. The solvent was removed and the resulting residue was purified on silica to give the desired product (105 mg, 100%). 1H NMR (300 Hz, CDCl3) δ 0.85 (d, J=6.0, 3H), 0.93 (d, J=6.0, 3H), 1.55-1.70 (m, 1H), 1.72-1.82 (m, 1H), 2.20-2.40 (m, 3H), 3.15-3.29 (m, 1H), 3.49-3.61 (m, 1H), 3.89...